This data is from the Open Reaction Database (ORD), a public repository of structured organic reaction records. The task is: describe an organic reaction: reactants, conditions, products, and yield Reactants: O.ON1N=NC2=C1C=CC=C2 (1-hydroxybenzotriazole hydrate), FC1=C(CN)C=CC=C1 (2-fluorobenzyl amine), 1-(3-dimethylaminopropyl)-3-ethylcarboiimide hydrochloride, CCCCCC.C(C)(=O)OCC (hexane ethyl acetate), N1=C(C=CC2=CN=CC=C12)C(=O)O (2-[1,6]naphthyridinecarboxylic acid). Solvent: C(C)(=O)OCC (ethyl acetate), CN(C)C=O (DMF). Conditions: time 8 hour. The product is FC1=C(CNC(=O)C2=NC3=CC=NC=C3C=C2)C=CC=C1 (N-(2-fluorobenzyl)-2-[1,6]naphthyridine-carboxamide). Yield: 98.1%. As a reaction SMILES: [N:1]1[C:10]2[C:5](=[CH:6][N:7]=[CH:8][CH:9]=2)[CH:4]=[CH:3][C:2]=1[C:11]([OH:13])=O.O.ON1C2C=CC=CC=2N=N1.[F:25][C:26]1[CH:33]=[CH:32][CH:31]=[CH:30][C:27]=1[CH2:28][NH2:29].CCCCCC.C(OCC)(=O)C>CN(C=O)C.C(OCC)(=O)C>[F:25][C:26]1[CH:33]=[CH:32][CH:31]=[CH:30][C:27]=1[CH2:28][NH:29][C:11]([C:2]1[CH:3]=[CH:4][C:5]2[C:10](=[CH:9][CH:8]=[N:7][CH:6]=2)[N:1]=1)=[O:13] |f:1.2,4.5|. Reported procedure: To a stirring mixture of 2-[1,6]naphthyridinecarboxylic acid (50 mg, 0.287 mmol) in anhydrous DMF (6.3 mL) at room temperature was added sequentially 1-hydroxybenzotriazole hydrate (42.7 mg, 0.316 mmol), 2-fluorobenzyl amine (51.0 μL, 0.431 mmol) and 1-(3-dimethylaminopropyl)-3-ethylcarboiimide hydrochloride (61.8 mg, 0.316 mmol). The resulting mixture was allowed to stir at room temperature overnight and it was found to be clear. The solvent was removed under vacuum and the resulting residue wa...